Dataset: the Open Reaction Database (ORD), a public repository of structured organic reaction records. Task: describe an organic reaction: reactants, conditions, products, and yield The reactants are NCCCCN1C=NC=2C(=NC=3C=CC=CC3C21)N (1-(4-aminobutyl)-1H-imidazo[4,5-c]quinolin-4-amine), Cl.C(C1=CC=NC=C1)(=O)Cl (isonicotinoyl chloride hydrochloride). The product is NC1=NC=2C=CC=CC2C2=C1N=CN2CCCCNC(C2=CC=NC=C2)=O (N4-[4-(4-amino-1H-imidazo[4,5-c]quinolin-1-yl)butyl]isonicotinamide). As a reaction SMILES: [NH2:1][CH2:2][CH2:3][CH2:4][CH2:5][N:6]1[C:18]2[C:17]3[CH:16]=[CH:15][CH:14]=[CH:13][C:12]=3[N:11]=[C:10]([NH2:19])[C:9]=2[N:8]=[CH:7]1.Cl.[C:21](Cl)(=[O:28])[C:22]1[CH:27]=[CH:26][N:25]=[CH:24][CH:23]=1>>[NH2:19][C:10]1[C:9]2[N:8]=[CH:7][N:6]([CH2:5][CH2:4][CH2:3][CH2:2][NH:1][C:21](=[O:28])[C:22]3[CH:27]=[CH:26][N:25]=[CH:24][CH:23]=3)[C:18]=2[C:17]2[CH:16]=[CH:15][CH:14]=[CH:13][C:12]=2[N:11]=1 |f:1.2|. Reported procedure: According to the general method of Example 14, 1-(4-aminobutyl)-1H-imidazo[4,5-c]quinolin-4-amine and isonicotinoyl chloride hydrochloride were combined to provide N4-[4-(4-amino-1H-imidazo[4,5-c]quinolin-1-yl)butyl]isonicotinamide as a white crystalline solid, m.p. 213.0-213.7° C. 1H NMR (300 MHz, DMSO-d6) δ 8.76 (m, 1H), 8.69 (d, J=5.6 Hz, 2H), 8.22 (s, 1H), 8.04 (d, J=8.0 Hz, 1H), 7.67 (d, J=5.7 Hz, 2H), 7.62 (d, J=8.2 Hz, 1H), 7.43 (t, J=7.5 Hz, 1H), 7.21 (t, J=7.5 Hz, 1H), 6.62 (broad s, 2H...